describe an organic reaction: reactants, conditions, products, and yield From a dataset of the Open Reaction Database (ORD), a public repository of structured organic reaction records. Reactants: C#Cc1ccccn1, CCc1c(C(=O)OC(C)(C)C)[nH]c(C=O)c1I, [Cu]I, C1COCCO1, O=C(C=Cc1ccccc1)C=Cc1ccccc1, O=C(C=Cc1ccccc1)C=Cc1ccccc1, O=C(C=Cc1ccccc1)C=Cc1ccccc1, [Pd], [Pd]. Product: CCc1c(C(=O)OC(C)(C)C)[nH]c(C=O)c1C#Cc1ccccn1. Reaction SMILES: [C:18](#[CH:19])[c:20]1[n:21][cH:22][cH:23][cH:24][cH:25]1.[CH2:1]([CH3:2])[c:3]1[c:4]([C:11](=[O:12])[O:13][C:14]([CH3:15])([CH3:16])[CH3:17])[nH:5][c:6]([CH:9]=[O:10])[c:7]1[I:8].[Cu:88][I:89].[O:26]1[CH2:27][CH2:28][O:29][CH2:30][CH2:31]1.[O:34]=[C:35]([CH:36]=[CH:37][c:38]1[cH:39][cH:40][cH:41][cH:42][cH:43]1)[CH:44]=[CH:45][c:46]1[cH:47][cH:48][cH:49][cH:50][cH:51]1.[O:52]=[C:53]([CH:54]=[CH:55][c:56]1[cH:57][cH:58][cH:59][cH:60][cH:61]1)[CH:62]=[CH:63][c:64]1[cH:65][cH:66][cH:67][cH:68][cH:69]1.[O:70]=[C:71]([CH:72]=[CH:73][c:74]1[cH:75][cH:76][cH:77][cH:78][cH:79]1)[CH:80]=[CH:81][c:82]1[cH:83][cH:84][cH:85][cH:86][cH:87]1.[Pd:32].[Pd:33]>>[CH2:1]([CH3:2])[c:3]1[c:4]([C:11](=[O:12])[O:13][C:14]([CH3:15])([CH3:16])[CH3:17])[nH:5][c:6]([CH:9]=[O:10])[c:7]1[C:19]#[C:18][c:20]1[n:21][cH:22][cH:23][cH:24][cH:25]1. Starting materials: N([C@@H](CC1=CC=CN=C1)C(=O)N)C(=O)OC(C)(C)C (Boc-(L)-Pal-NH2), Cl (hydrochloric acid). Run in O1CCOCC1 (dioxane), C(Cl)Cl (methylene chloride). Yields the product N[C@@H](CC1=CC=CN=C1)C(=O)N (H-(L)-Pal-NH2). As a reaction SMILES: [NH:1](C(OC(C)(C)C)=O)[C@H:2]([C:10]([NH2:12])=[O:11])[CH2:3][C:4]1[CH:9]=[N:8][CH:7]=[CH:6][CH:5]=1.Cl>C(Cl)Cl.O1CCOCC1>[NH2:1][C@H:2]([C:10]([NH2:12])=[O:11])[CH2:3][C:4]1[CH:9]=[N:8][CH:7]=[CH:6][CH:5]=1. Procedure: Suspend Boc-(L)-Pal-NH2 (0.98 g) in methylene chloride (15 mL) with light heating and add a solution of hydrochloric acid (4M, 10 mL) in dioxane. After 30 minutes evaporate methylene chloride and dioxane. Dissolve the solid in methanol, precipitate by addition of ether and filtrate to give H-(L)-Pal-NH2. 2HCl (0.86 g, 98%). The reactants are COc1ccc(CCN2CC(C(=O)c3ccc(-n4ccnc4)cc3)C2)cc1OC, [K+], NN, [OH-], OCCOCCO. Yields the product COc1ccc(CCN2CC(Cc3ccc(-n4ccnc4)cc3)C2)cc1OC. As a reaction SMILES: [CH3:1][O:2][c:3]1[cH:4][c:5]([CH2:11][CH2:12][N:13]2[CH2:14][CH:15]([C:17](=[O:18])[c:19]3[cH:20][cH:21][c:22](-[n:25]4[cH:26][n:27][cH:28][cH:29]4)[cH:23][cH:24]3)[CH2:16]2)[cH:6][cH:7][c:8]1[O:9][CH3:10].[K+:31].[NH2:32][NH2:33].[OH-:30].[OH:34][CH2:35][CH2:36][O:37][CH2:38][CH2:39][OH:40]>>[CH3:1][O:2][c:3]1[cH:4][c:5]([CH2:11][CH2:12][N:13]2[CH2:14][CH:15]([CH2:17][c:19]3[cH:20][cH:21][c:22](-[n:25]4[cH:26][n:27][cH:28][cH:29]4)[cH:23][cH:24]3)[CH2:16]2)[cH:6][cH:7][c:8]1[O:9][CH3:10].